Dataset: the Open Reaction Database (ORD), a public repository of structured organic reaction records. Task: describe an organic reaction: reactants, conditions, products, and yield The reactants are C(C)OC(C(CCCCCCCCCCCC)OC1=CC(=CC=C1)[N+](=O)[O-])=O (2-(m-nitrophenoxy)-myristic acid ethyl ester), [OH-].[Na+] (sodium hydroxide), C(C)OC(C(CCCCCCCCCCCC)OC1=CC=C(C=C1)[N+](=O)[O-])=O (2-(p-nitrophenoxy)-myristic acid ethyl ester), Cl (hydrochloric acid). The solvent is C(C)O (ethanol). Reaction conditions: time 1 hour. The product is [N+](=O)([O-])C1=CC=C(OC(C(=O)O)CCCCCCCCCCCC)C=C1 (2-(p-nitrophenoxy)-myristic acid). As a reaction SMILES: C([O:3][C:4](=[O:28])[CH:5]([O:18][C:19]1[CH:24]=[CH:23][C:22]([N+:25]([O-:27])=[O:26])=[CH:21][CH:20]=1)[CH2:6][CH2:7][CH2:8][CH2:9][CH2:10][CH2:11][CH2:12][CH2:13][CH2:14][CH2:15][CH2:16][CH3:17])C.C(OC(=O)C(OC1C=CC=C([N+]([O-])=O)C=1)CCCCCCCCCCCC)C.[OH-].[Na+].Cl>C(O)C>[N+:25]([C:22]1[CH:21]=[CH:20][C:19]([O:18][CH:5]([CH2:6][CH2:7][CH2:8][CH2:9][CH2:10][CH2:11][CH2:12][CH2:13][CH2:14][CH2:15][CH2:16][CH3:17])[C:4]([OH:28])=[O:3])=[CH:24][CH:23]=1)([O-:27])=[O:26] |f:2.3|. Procedure details: A mixture of 980 g of 2-(p-nitrophenoxy)-myristic acid ethyl ester (synthesized analogously to the 2-(m-nitrophenoxy)-myristic acid ethyl ester of Preparation 1), 375 ml of 10N sodium hydroxide, and 1500 ml of ethanol is stirred for 1 h at room temperature and next acidified with 5000 ml of 1N hydrochloric acid. The resulting precipitate is filtered off, rinsed with water until neutral, and dried. The product (845 g) was recrystallized from n-hexane. Reactants: CCI, CCC(CC)C(=O)Nc1nc(C)co1, CN(C)C=O, [H-], [Na+]. The product is CCC(CC)C(=O)N(CC)c1nc(C)co1. RXN SMILES: [CH2:17]([CH3:18])[I:19].[CH2:3]([CH3:4])[CH:5]([C:6](=[O:7])[NH:8][c:9]1[o:10][cH:11][c:12]([CH3:14])[n:13]1)[CH2:15][CH3:16].[CH3:20][N:21]([CH3:22])[CH:23]=[O:24].[H-:1].[Na+:2]>>[CH2:3]([CH3:4])[CH:5]([C:6](=[O:7])[N:8]([c:9]1[o:10][cH:11][c:12]([CH3:14])[n:13]1)[CH2:17][CH3:18])[CH2:15][CH3:16]. The reactants are CC(C)(C)OC(=O)N1CC2CCN(c3cncc(O)c3)C2C1, O=C(O)C(F)(F)F. Yields the product Oc1cncc(N2CCC3CNCC32)c1. RXN SMILES: [OH:1][c:2]1[cH:3][c:4]([N:8]2[CH:9]3[CH:10]([CH2:11][CH2:12]2)[CH2:13][N:14]([C:16]([O:17][C:18]([CH3:19])([CH3:20])[CH3:21])=[O:22])[CH2:15]3)[cH:5][n:6][cH:7]1.[OH:23][C:24]([C:25]([F:26])([F:27])[F:28])=[O:29]>>[OH:1][c:2]1[cH:3][c:4]([N:8]2[CH:9]3[CH:10]([CH2:11][CH2:12]2)[CH2:13][NH:14][CH2:15]3)[cH:5][n:6][cH:7]1. Reactants: FC=1C=C2C(=C(/C(/C2=CC1)=C/C1=CC(=C(C(=C1)OC)OC)OC)C)CC(=O)O ((Z)-5-fluoro-2-methyl-1-(3,4,5-trimethoxybenzylidene)-3-indenylacetic acid), C(C(=O)Cl)(=O)Cl (oxalylchloride). Solvent: C1CCOC1 (THF). Yields the product FC=1C=C2C(=C(/C(/C2=CC1)=C/C1=CC(=C(C(=C1)OC)OC)OC)C)CC(=O)Cl ((Z)-5-Fluoro-2-methyl-1-(3,4,5-trimethoxybenzylidene)-3-indenylacetyl chloride). RXN SMILES: [F:1][C:2]1[CH:3]=[C:4]2[C:8](=[CH:9][CH:10]=1)/[C:7](=[CH:11]\[C:12]1[CH:17]=[C:16]([O:18][CH3:19])[C:15]([O:20][CH3:21])=[C:14]([O:22][CH3:23])[CH:13]=1)/[C:6]([CH3:24])=[C:5]2[CH2:25][C:26]([OH:28])=O.C(Cl)(=O)C([Cl:32])=O>C1COCC1>[F:1][C:2]1[CH:3]=[C:4]2[C:8](=[CH:9][CH:10]=1)/[C:7](=[CH:11]\[C:12]1[CH:17]=[C:16]([O:18][CH3:19])[C:15]([O:20][CH3:21])=[C:14]([O:22][CH3:23])[CH:13]=1)/[C:6]([CH3:24])=[C:5]2[CH2:25][C:26]([Cl:32])=[O:28]. Procedure details: (Z)-5-fluoro-2-methyl-1-(3,4,5-trimethoxybenzylidene)-3-indenylacetic acid (70 mmol) in THF (500 ml) is allowed to react with oxalylchloride (2 M in CH2Cl2 ; 35 ml) under reflux conditions (24 hours). The solvent is evaporated to yield the title compound, which is used as such in the next step.